The task is: describe an organic reaction: reactants, conditions, products, and yield. This data is from the Open Reaction Database (ORD), a public repository of structured organic reaction records. The reactants are [Al+3], CC(=O)O, CC(=O)O, CCC(=O)Cl, ClCCl, CO, [Cl-], [Cl-], [Cl-], [Na+], [OH-], Oc1cc(O)c2c(c1)Oc1ccccc1CC2. The product is CCC(=O)c1ccc2c(c1)CCc1c(O)cc(O)cc1O2. RXN SMILES: [Al+3:2].[C:10]([OH:11])(=[O:12])[CH3:13].[C:14]([OH:15])(=[O:16])[CH3:17].[C:5]([CH2:6][CH3:7])(=[O:8])[Cl:9].[CH2:37]([Cl:38])[Cl:39].[CH3:40][OH:41].[Cl-:1].[Cl-:3].[Cl-:4].[Na+:36].[OH-:35].[c:18]1([OH:34])[cH:19][c:20]([OH:33])[cH:21][c:22]2[c:28]1[CH2:27][CH2:26][c:25]1[c:24]([cH:32][cH:31][cH:30][cH:29]1)[O:23]2>>[C:5]([CH2:6][CH3:7])(=[O:8])[c:30]1[cH:29][c:25]2[c:24]([cH:32][cH:31]1)[O:23][c:22]1[cH:21][c:20]([OH:33])[cH:19][c:18]([OH:34])[c:28]1[CH2:27][CH2:26]2. The reactants are [Al+3], COC(=O)c1nccn1C(c1ccccc1)(c1ccccc1)c1ccccc1, C1CCOC1, [H-], [H-], [H-], [H-], [Li+], [Na+], [OH-], O. The product is OCc1nccn1C(c1ccccc1)(c1ccccc1)c1ccccc1. As a reaction SMILES: [Al+3:30].[C:1](=[O:2])([O:3][CH3:4])[c:5]1[n:6]([C:10]([c:11]2[cH:12][cH:13][cH:14][cH:15][cH:16]2)([c:17]2[cH:18][cH:19][cH:20][cH:21][cH:22]2)[c:23]2[cH:24][cH:25][cH:26][cH:27][cH:28]2)[cH:7][cH:8][n:9]1.[CH2:38]1[O:39][CH2:40][CH2:41][CH2:42]1.[H-:29].[H-:32].[H-:33].[H-:34].[Li+:31].[Na+:37].[OH-:36].[OH2:35]>>[CH2:1]([OH:2])[c:5]1[n:6]([C:10]([c:11]2[cH:12][cH:13][cH:14][cH:15][cH:16]2)([c:17]2[cH:18][cH:19][cH:20][cH:21][cH:22]2)[c:23]2[cH:24][cH:25][cH:26][cH:27][cH:28]2)[cH:7][cH:8][n:9]1. Starting materials: C(C)(C)(C)OC(=O)N1N=C(C2=CC(=CC=C12)[N+](=O)[O-])N (3-Amino-5-nitroindazole-1-carboxylic acid tert-butyl ester). Run in CO (MeOH). Run at time 3 hour. Yields the product C(C)(C)(C)OC(=O)N1N=C(C2=CC(=CC=C12)N)N (3,5-Diamino-indazole-1-carboxylic acid tert-butyl ester), oil. Yield: 81.0%. Reaction SMILES: [C:1]([O:5][C:6]([N:8]1[C:16]2[C:11](=[CH:12][C:13]([N+:17]([O-])=O)=[CH:14][CH:15]=2)[C:10]([NH2:20])=[N:9]1)=[O:7])([CH3:4])([CH3:3])[CH3:2]>CO>[C:1]([O:5][C:6]([N:8]1[C:16]2[C:11](=[CH:12][C:13]([NH2:17])=[CH:14][CH:15]=2)[C:10]([NH2:20])=[N:9]1)=[O:7])([CH3:4])([CH3:2])[CH3:3]. Procedure: 3-Amino-5-nitroindazole-1-carboxylic acid tert-butyl ester (3 g, 10.8 mmol) was dissolved in MeOH (50 mL) and the solution degassed (3× alternating vacuum/nitrogen purges). Palladium on charcoal 10% w/w (300 mg) was added and the nitrogen atmosphere replace by hydrogen. After 3 hours, the mixture was filtered through a pad of Celite® and the filtrate concentrated to afford the title compound as a highly viscous oil (2.17 g, 81%). 1H NMR (400 MHz, DMSO)1.55 (9H, s), 5.07 (2H, brs), 6.04 (2H, brs)... The reactants are ClCCl, CO, CCOC(C)=O, CCCCCCCCCC=[N+]=[N-], CCCCCC(O)C=CC1C(O)CC2SC(CCCCC(=O)O)CC21. The product is CCCCCCCCCCOC(=O)CCCCC1CC2C(CC(O)C2C=CC(O)CCCCC)S1. Reaction SMILES: [CH2:40]([Cl:41])[Cl:42].[CH3:38][OH:39].[CH3:43][CH2:44][O:45][C:46](=[O:47])[CH3:48].[N+:1](=[N-:2])=[CH:3][CH2:4][CH2:5][CH2:6][CH2:7][CH2:8][CH2:9][CH2:10][CH2:11][CH3:12].[S:13]1[CH:14]([CH2:15][CH2:16][CH2:17][CH2:18][C:19](=[O:20])[OH:21])[CH2:22][CH:23]2[CH:24]1[CH2:25][CH:26]([OH:37])[CH:27]2[CH:28]=[CH:29][CH:30]([CH2:31][CH2:32][CH2:33][CH2:34][CH3:35])[OH:36]>>[CH2:3]([CH2:4][CH2:5][CH2:6][CH2:7][CH2:8][CH2:9][CH2:10][CH2:11][CH3:12])[O:21][C:19]([CH2:18][CH2:17][CH2:16][CH2:15][CH:14]1[S:13][CH:24]2[CH:23]([CH2:22]1)[CH:27]([CH:28]=[CH:29][CH:30]([CH2:31][CH2:32][CH2:33][CH2:34][CH3:35])[OH:36])[CH:26]([OH:37])[CH2:25]2)=[O:20]. The reactants are C[Si](C)(C)CCOCn1cnc(Cl)c1C(=O)NCc1ccc(Cl)c(Oc2cc(C#N)cc(C3CC3)c2)c1F, ClCCl, O=C(O)C(F)(F)F. RXN SMILES: [Cl:1][c:2]1[n:3][cH:4][n:5]([CH2:31][O:32][CH2:33][CH2:34][Si:35]([CH3:36])([CH3:37])[CH3:38])[c:6]1[C:7](=[O:8])[NH:9][CH2:10][c:11]1[c:12]([F:30])[c:13]([O:18][c:19]2[cH:20][c:21]([C:28]#[N:29])[cH:22][c:23]([CH:25]3[CH2:26][CH2:27]3)[cH:24]2)[c:14]([Cl:17])[cH:15][cH:16]1.[Cl:46][CH2:47][Cl:48].[F:39][C:40]([F:41])([F:42])[C:43]([OH:44])=[O:45]>>[Cl:1][c:2]1[n:3][cH:4][nH:5][c:6]1[C:7](=[O:8])[NH:9][CH2:10][c:11]1[c:12]([F:30])[c:13]([O:18][c:19]2[cH:20][c:21]([C:28]#[N:29])[cH:22][c:23]([CH:25]3[CH2:26][CH2:27]3)[cH:24]2)[c:14]([Cl:17])[cH:15][cH:16]1. Product: N#Cc1cc(Oc2c(Cl)ccc(CNC(=O)c3[nH]cnc3Cl)c2F)cc(C2CC2)c1.